Dataset: the Open Reaction Database (ORD), a public repository of structured organic reaction records. Task: describe an organic reaction: reactants, conditions, products, and yield Reactants: C(C)OC(CN(C=1C=C2C=NNC2=CC1C)CC(=O)N(C)N1CC2=CC=C(C=C2C1)F)=O (N-{2-[(5-fluoro-1,3-dihydro-2H-isoindol-2-yl)(methyl)amino]-2-oxoethyl}-N-(6-methyl-1H-indazol-5-yl)glycine ethyl ester), FC(S(=O)(=O)OCC(F)F)(F)F (2,2-difluoroethyl trifluoromethanesulfonate). Product: C(C)OC(CN(CC(=O)N(C)N1CC2=CC=C(C=C2C1)F)C=1C=C2C=NN(C2=CC1C)CC(F)F)=O (N-[1-(2,2-difluoroethyl)-6-methyl-1H-indazol-5-yl]-N-{2-[(5-fluoro-1,3-dihydro-2H-isoindol-2-yl)(methyl)amino]-2-oxoethyl}glycine ethyl ester). The yield is 70.9%. As a reaction SMILES: [CH2:1]([O:3][C:4](=[O:32])[CH2:5][N:6]([CH2:17][C:18]([N:20]([N:22]1[CH2:30][C:29]2[C:24](=[CH:25][CH:26]=[C:27]([F:31])[CH:28]=2)[CH2:23]1)[CH3:21])=[O:19])[C:7]1[CH:8]=[C:9]2[C:13](=[CH:14][C:15]=1[CH3:16])[NH:12][N:11]=[CH:10]2)[CH3:2].FC(F)(F)S(O[CH2:39][CH:40]([F:42])[F:41])(=O)=O>>[CH2:1]([O:3][C:4](=[O:32])[CH2:5][N:6]([C:7]1[CH:8]=[C:9]2[C:13](=[CH:14][C:15]=1[CH3:16])[N:12]([CH2:39][CH:40]([F:42])[F:41])[N:11]=[CH:10]2)[CH2:17][C:18]([N:20]([N:22]1[CH2:30][C:29]2[C:24](=[CH:25][CH:26]=[C:27]([F:31])[CH:28]=2)[CH2:23]1)[CH3:21])=[O:19])[CH3:2]. Reported procedure: Using the compound (1.92 g, 4.37 mmol) of Example 244, step B and 2,2-difluoroethyl trifluoromethanesulfonate (1.49 g, 6.96 mmol), and according to the method of Example 241, step C, the title compound (1.56 g, yield 71%) was obtained as a colorless amorphous solid. Reactants: CN1CCN(c2ccc(Br)c([N+](=O)[O-])c2)CC1, CO, [Cl-], [Fe], [NH4+]. RXN SMILES: [Br:1][c:2]1[c:3]([N+:15]([O-:16])=[O:17])[cH:4][c:5]([N:8]2[CH2:9][CH2:10][N:11]([CH3:14])[CH2:12][CH2:13]2)[cH:6][cH:7]1.[CH3:20][OH:21].[Cl-:18].[Fe:22].[NH4+:19]>>[Br:1][c:2]1[c:3]([NH2:15])[cH:4][c:5]([N:8]2[CH2:9][CH2:10][N:11]([CH3:14])[CH2:12][CH2:13]2)[cH:6][cH:7]1. Yields the product CN1CCN(c2ccc(Br)c(N)c2)CC1. The reactants are [H-].[K+] (potassium hydride), N1=CC=CC2=CC=CC(=C12)C1C=CC2=CC=CC=C12 (1-(8-quinolyl)indene), [Cl-].[Cr+3].[Cl-].[Cl-] (chromium(III) chloride). The solvent is C1CCOC1 (THF), C1CCOC1 (THF). Run at time 3 hour. Product: Cl[Cr](C=1C(C2=CC=CC=C2C1)C=1C=CC=C2C=CC=NC12)Cl (dichloro-[1-(8-quinolyl)indenyl]chromium(III)). Isolated yield 49.0%. Reaction SMILES: [H-].[K+].[N:3]1[C:12]2[C:7](=[CH:8][CH:9]=[CH:10][C:11]=2[CH:13]2[C:21]3[C:16](=[CH:17][CH:18]=[CH:19][CH:20]=3)[CH:15]=[CH:14]2)[CH:6]=[CH:5][CH:4]=1.[Cl-:22].[Cr+3:23].[Cl-:24].[Cl-]>C1COCC1>[Cl:22][Cr:23]([Cl:24])[C:14]1[CH:13]([C:11]2[CH:10]=[CH:9][CH:8]=[C:7]3[C:12]=2[N:3]=[CH:4][CH:5]=[CH:6]3)[C:21]2[C:16]([CH:15]=1)=[CH:17][CH:18]=[CH:19][CH:20]=2 |f:0.1,3.4.5.6|. Procedure: 0.05 g of potassium hydride (1.23 mmol) were suspended in 20 ml of THF, and 0.3 g of 1-(8-quinolyl)indene (1.23 mmol) were added slowly. After stirring for three hours at room temperature, the obtained violet suspension was added dropwise to a mixture of 0.46 g of chromium(III) chloride×3THF (1.23 mmol) in 50 ml of THF, and subsequently the mixture was stirred for a further 16 hours. The solvent was removed in a vacuum and the solid thus obtained was extracted using hot toluene. After the solven... Starting materials: C(C1=CC=CC=C1)OC(=O)N1[C@@H](CCC1)C(NC1=CC(=CC=C1)B1OC(C(O1)(C)C)(C)C)=O ((S)-2-[3-(4,4,5,5-tetramethyl-[1,3,2]dioxaborolan-2-yl)-phenylcarbamoyl]-pyrrolidine-1-carboxylic acid benzyl ester), BrC1=CC(=CC=C1)[N+](=O)[O-] (1-bromo-3-nitro-benzene), Pd[P(Ph)3]4, CN(C)C=O (DMF). Solvent: CO (methanol), C(=O)(O)[O-].[Na+] (NaHCO3). Reaction conditions: temperature 70 celsius. The product is C(C1=CC=CC=C1)OC(=O)N1[C@@H](CCC1)C(NC=1C=C(C=CC1)C1=CC(=CC=C1)[N+](=O)[O-])=O ((S)-2-(3′-Nitro-biphenyl-3-ylcarbamoyl)-pyrrolidine-1-carboxylic acid benzyl ester). As a reaction SMILES: [CH2:1]([O:8][C:9]([N:11]1[CH2:15][CH2:14][CH2:13][C@H:12]1[C:16](=[O:33])[NH:17][C:18]1[CH:23]=[CH:22][CH:21]=[C:20](B2OC(C)(C)C(C)(C)O2)[CH:19]=1)=[O:10])[C:2]1[CH:7]=[CH:6][CH:5]=[CH:4][CH:3]=1.Br[C:35]1[CH:40]=[CH:39][CH:38]=[C:37]([N+:41]([O-:43])=[O:42])[CH:36]=1.CN(C=O)C>CO.C([O-])(O)=O.[Na+]>[CH2:1]([O:8][C:9]([N:11]1[CH2:15][CH2:14][CH2:13][C@H:12]1[C:16](=[O:33])[NH:17][C:18]1[CH:19]=[C:20]([C:35]2[CH:40]=[CH:39][CH:38]=[C:37]([N+:41]([O-:43])=[O:42])[CH:36]=2)[CH:21]=[CH:22][CH:23]=1)=[O:10])[C:2]1[CH:3]=[CH:4][CH:5]=[CH:6][CH:7]=1 |f:4.5|. Procedure: A solution of (S)-2-[3-(4,4,5,5-tetramethyl-[1,3,2]dioxaborolan-2-yl)-phenylcarbamoyl]-pyrrolidine-1-carboxylic acid benzyl ester (89.7 mg, 0.20 mmol), 1-bromo-3-nitro-benzene (41.3 mg, 0.20 mmol), and Pd[P(Ph)3]4 (15.5 mg, 6.7 mol %) in methanol (2 mL), NaHCO3 (sat. aq., 300 μL), and DMF (400 μL) was degassed and heated to 70° C. overnight in a sealed vial. The reaction was cooled, filtered, and purified by reverse phase HPLC to give the desired product. Yield 7.0 mg. MS: 446.1 (M+H+); H1 NMR (... The reactants are COC(C1=CC=C(C=C1)S(=O)(=O)C1=CC(=CC=C1)Cl)=O (4-(3-Chloro-benzensulfonyl)-benzoic acid methyl ester), [Li+].[OH-] (LiOH), C(CC(O)(C(=O)O)CC(=O)O)(=O)O (citric acid). The solvent is C1CCOC1.CO.O (THF MeOH H2O). Run at time 4 hour. Yields the product ClC=1C=C(C=CC1)S(=O)(=O)C1=CC=C(C(=O)O)C=C1 (4-(3-Chloro-benzensulfonyl)-benzoic acid). RXN SMILES: C[O:2][C:3](=[O:20])[C:4]1[CH:9]=[CH:8][C:7]([S:10]([C:13]2[CH:18]=[CH:17][CH:16]=[C:15]([Cl:19])[CH:14]=2)(=[O:12])=[O:11])=[CH:6][CH:5]=1.[Li+].[OH-].C(O)(=O)CC(CC(O)=O)(C(O)=O)O>C1COCC1.CO.O>[Cl:19][C:15]1[CH:14]=[C:13]([S:10]([C:7]2[CH:8]=[CH:9][C:4]([C:3]([OH:20])=[O:2])=[CH:5][CH:6]=2)(=[O:11])=[O:12])[CH:18]=[CH:17][CH:16]=1 |f:1.2,4.5.6|. Procedure: A mixture of compound 31a (138 mg, 0.44 mmol) and LiOH (42 mg, 1.77 mmol) in THF/MeOH/H2O (2/2/2 mL) was stirred for 4 h. A 15% citric acid solution (10 mL) was added. The mixture was then extracted with EtOAc (3×). The combined organic extracts were washed with brine, dried over Na2SO4, filtered, and concentrated under reduced pressure. The resultant residue, compound 31b (130 mg) was dried under reduced pressure for 18 h and used without further purification. Starting materials: C(C)(C)(C)OC(C[C@H](C[C@@H](CC)C)C(=O)N1C(O[C@H]([C@H]1C)C1=CC=CC=C1)=O)=O ((3S,5R)-5-Methyl-3-[1-((4R,5S)-4-methyl-2-oxo-5-phenyl-oxazolidin-3-yl)-methanoyl]-heptanoic acid tert-butyl ester), [Li+].[OH-] (LiOH), solution, OO (H2O2), solution, S([O-])(O)=O.[Na+] (sodium bisulfite), S(=O)([O-])[O-].[Na+].[Na+] (sodium sulfite). Solvent: O (H2O), C1CCOC1 (THF), O (water). Yields the product C(C)(C)(C)OC(C[C@@H](C(=O)O)C[C@@H](CC)C)=O ((S)-2-((R)-2-Methyl-butyl)-succinic acid 4-tert-butyl ester). Yield: 100.0%. As a reaction SMILES: [C:1]([O:5][C:6](=[O:29])[CH2:7][C@@H:8]([C:14](N1[C@H](C)[C@H](C2C=CC=CC=2)OC1=O)=[O:15])[CH2:9][C@H:10]([CH3:13])[CH2:11][CH3:12])([CH3:4])([CH3:3])[CH3:2].[Li+].[OH-].OO.S(=O)(O)[O-:35].[Na+].S([O-])([O-])=O.[Na+].[Na+]>O.C1COCC1>[C:1]([O:5][C:6](=[O:29])[CH2:7][C@H:8]([CH2:9][C@H:10]([CH3:13])[CH2:11][CH3:12])[C:14]([OH:15])=[O:35])([CH3:2])([CH3:3])[CH3:4] |f:1.2,4.5,6.7.8|. Procedure: (3S,5R)-5-Methyl-3-[1-((4R,5S)-4-methyl-2-oxo-5-phenyl-oxazolidin-3-yl)-methanoyl]-heptanoic acid tert-butyl ester (7.26 g, 0.018 mol) in H2O (53 mL) and THF (176 mL) at 0° C. was added a premixed solution of LiOH (37 mL of a 0.8 M solution) and H2O2 (10.57 mL of a 30% solution) and the solution warmed to room temperature. After 2 hours sodium bisulfite (7 g), sodium sulfite (13 g), and water (60 mL) was added and the two layers were separated and the aqueous layer extracted with ether. The comb... Starting materials: ClCC(=O)Cl (chloroacetyl chloride), NC=1SC=2C(N1)=CC=1N=C(SC1C2)N (2,6-diamino-benzo[1,2-d:5,4-d']bisthiazole). Solvent: CN(C=O)C (dimethylformamide). Product: ClCC(=O)NC=1SC=2C(N1)=CC=1N=C(SC1C2)N (2-Chloroacetylamino-6-amino-benzo[1,2-d:5,4-d']bisthiazole). As a reaction SMILES: [Cl:1][CH2:2][C:3](Cl)=[O:4].[NH2:6][C:7]1[S:8][C:9]2[C:10](=[CH:12][C:13]3[N:14]=[C:15]([NH2:19])[S:16][C:17]=3[CH:18]=2)[N:11]=1>CN(C)C=O>[Cl:1][CH2:2][C:3]([NH:19][C:15]1[S:16][C:17]2[C:13](=[CH:12][C:10]3[N:11]=[C:7]([NH2:6])[S:8][C:9]=3[CH:18]=2)[N:14]=1)=[O:4]. Procedure: 1.2 gm of chloroacetyl chloride were added to a stirred solution of 2.2 gm of 2,6-diamino-benzo[1,2-d:5,4-d']bisthiazole in 20 ml of dimethylformamide at 5° C. The resulting suspension was heated for 1 hour on a waterbath, then cooled, and the solid 2,6-bis-(chloroacetyl-amino)-benzo[1,2-d:5,4-d']bisthiazole was filtered off. While stirring, 0.5 gm of an aqueous saturated sodium carbonate solution was added to the filtrate. After 1 hour the precipitate was filtered off, dissolved in 30 ml of dim...